Dataset: the Open Reaction Database (ORD), a public repository of structured organic reaction records. Task: describe an organic reaction: reactants, conditions, products, and yield Reactants: ClC(Cl)Cl, [Ca+2], Oc1cc(Cl)cc(Cl)c1, Cl, [Na+], [Na+], O=C([O-])[O-], [OH-], [OH-], O. The product is O=Cc1c(Cl)cc(O)cc1Cl. Reaction SMILES: [CH:21]([Cl:22])([Cl:23])[Cl:24].[Ca+2:2].[Cl:10][c:11]1[cH:12][c:13]([OH:18])[cH:14][c:15]([Cl:17])[cH:16]1.[ClH:19].[Na+:4].[Na+:5].[O-:6][C:7](=[O:8])[O-:9].[OH-:1].[OH-:3].[OH2:20]>>[O:6]=[CH:7][c:16]1[c:11]([Cl:10])[cH:12][c:13]([OH:18])[cH:14][c:15]1[Cl:17]. Starting materials: FC1=NC=CC=C1N1N=C(C=C1SC1=CC(=CC=C1)C)C(=O)OCC (ethyl 1-(2-fluoropyridin-3-yl)-5-[(3-methylphenyl)sulfanyl]-1H-pyrazole-3-carboxylate), ClC1=CC(=CC=C1)C(=O)OO (3-chloroperbenzoic acid), S(=S)(=O)([O-])[O-].[Na+].[Na+] (sodium thiosulfate). Solvent: C(C)(=O)OCC (ethyl acetate). Conditions: time 3 hour. Product: FC1=NC=CC=C1N1N=C(C=C1S(=O)(=O)C1=CC(=CC=C1)C)C(=O)OCC (ethyl 1-(2-fluoropyridin-3-yl)-5-[(3-methylphenyl)sulfonyl]-1H-pyrazole-3-carboxylate). Isolated yield 62.0%. Reaction SMILES: [F:1][C:2]1[C:7]([N:8]2[C:12](SC3C=CC=C(C)C=3)=[CH:11][C:10]([C:21]([O:23][CH2:24][CH3:25])=[O:22])=[N:9]2)=[CH:6][CH:5]=[CH:4][N:3]=1.Cl[C:27]1[CH:32]=[CH:31][CH:30]=[C:29]([C:33](OO)=O)[CH:28]=1.[S:37]([O-:41])([O-])(=[O:39])=S.[Na+].[Na+]>C(OCC)(=O)C>[F:1][C:2]1[C:7]([N:8]2[C:12]([S:37]([C:27]3[CH:32]=[CH:31][CH:30]=[C:29]([CH3:33])[CH:28]=3)(=[O:41])=[O:39])=[CH:11][C:10]([C:21]([O:23][CH2:24][CH3:25])=[O:22])=[N:9]2)=[CH:6][CH:5]=[CH:4][N:3]=1 |f:2.3.4|. Procedure: To a solution of crude ethyl 1-(2-fluoropyridin-3-yl)-5-[(3-methylphenyl)sulfanyl]-1H-pyrazole-3-carboxylate (334 mg) in ethyl acetate (7.5 mL) was added 3-chloroperbenzoic acid (1.59 g). The mixture was stirred at room temperature for 3 hr, treated with saturated aqueous sodium thiosulfate solution, and extracted with ethyl acetate. The extract was washed with water, saturated aqueous sodium hydrogen carbonate solution and saturated brine, dried over anhydrous sodium sulfate, and concentrated u... The reactants are CCO, CCN(C(C)C)C(C)C, Clc1nc(-c2ccccc2)nc2ccccc12, CCn1c(-c2ccc(N)cc2)c(C#N)c2ccc(OC)cc21. Product: CCn1c(-c2ccc(Nc3nc(-c4ccccc4)nc4ccccc34)cc2)c(C#N)c2ccc(OC)cc21. As a reaction SMILES: [CH3:49][CH2:50][OH:51].[CH:40]([N:41]([CH:42]([CH3:43])[CH3:44])[CH2:45][CH3:46])([CH3:47])[CH3:48].[Cl:23][c:24]1[n:25][c:26](-[c:34]2[cH:35][cH:36][cH:37][cH:38][cH:39]2)[n:27][c:28]2[cH:29][cH:30][cH:31][cH:32][c:33]12.[NH2:1][c:2]1[cH:3][cH:4][c:5](-[c:8]2[n:9]([CH2:21][CH3:22])[c:10]3[cH:11][c:12]([O:19][CH3:20])[cH:13][cH:14][c:15]3[c:16]2[C:17]#[N:18])[cH:6][cH:7]1>>[NH:1]([c:2]1[cH:3][cH:4][c:5](-[c:8]2[n:9]([CH2:21][CH3:22])[c:10]3[cH:11][c:12]([O:19][CH3:20])[cH:13][cH:14][c:15]3[c:16]2[C:17]#[N:18])[cH:6][cH:7]1)[c:24]1[n:25][c:26](-[c:34]2[cH:35][cH:36][cH:37][cH:38][cH:39]2)[n:27][c:28]2[cH:29][cH:30][cH:31][cH:32][c:33]12. The reactants are O=C([O-])[O-], CI, CN(C)C=O, CCOC(=O)c1cn(NC=O)c2c(OC)c(F)c(F)cc2c1=O, [K+], [K+]. Product: CCOC(=O)c1cn(NCC=O)c2c(OC)c(F)c(F)cc2c1=O. RXN SMILES: [C:24]([O-:25])(=[O:26])[O-:27].[CH3:30][I:31].[CH3:32][N:33]([CH3:34])[CH:35]=[O:36].[F:1][c:2]1[cH:3][c:4]2[c:5](=[O:23])[c:6]([C:18](=[O:19])[O:20][CH2:21][CH3:22])[cH:7][n:8]([NH:15][CH:16]=[O:17])[c:9]2[c:10]([O:13][CH3:14])[c:11]1[F:12].[K+:28].[K+:29]>>[F:1][c:2]1[cH:3][c:4]2[c:5](=[O:23])[c:6]([C:18](=[O:19])[O:20][CH2:21][CH3:22])[cH:7][n:8]([NH:15][CH2:16][CH:24]=[O:25])[c:9]2[c:10]([O:13][CH3:14])[c:11]1[F:12]. Starting materials: COC(=O)C(Cc1ccc([N+](=O)[O-])cc1)NC(=S)c1c(C)cccc1Cl, CO, [Cl-], [NH4+], O, [Zn]. Product: COC(=O)C(Cc1ccc(N)cc1)NC(=S)c1c(C)cccc1Cl. As a reaction SMILES: [CH3:1][O:2][C:3]([CH:4]([NH:5][C:6](=[S:7])[c:8]1[c:9]([Cl:15])[cH:10][cH:11][cH:12][c:13]1[CH3:14])[CH2:16][c:17]1[cH:18][cH:19][c:20]([N+:23]([O-:24])=[O:25])[cH:21][cH:22]1)=[O:26].[CH3:29][OH:30].[Cl-:27].[NH4+:28].[OH2:32].[Zn:31]>>[CH3:1][O:2][C:3]([CH:4]([NH:5][C:6](=[S:7])[c:8]1[c:9]([Cl:15])[cH:10][cH:11][cH:12][c:13]1[CH3:14])[CH2:16][c:17]1[cH:18][cH:19][c:20]([NH2:23])[cH:21][cH:22]1)=[O:26].